This data is from the Open Reaction Database (ORD), a public repository of structured organic reaction records. The task is: describe an organic reaction: reactants, conditions, products, and yield Starting materials: O (water), C12NC(C(C=C1)C2)=O ((±)-2-azabicyclo[2.2.1]hept-5-en-3-one), C(C(C)C)(=O)Cl (isobutyryl chloride), N1=CC=CC=C1 (pyridine). Run in C(C)#N (acetonitrile). Reaction conditions: time 5 hour. Product: C(C(C)C)(=O)N1C2C=CC(C1=O)C2 ((±)-2-isobutyryl-2-azabicyclo[2.2.1]hept-5-en-3-one). The yield is 73.6%. Reaction SMILES: [CH:1]12[CH2:7][CH:4]([CH:5]=[CH:6]1)[C:3](=[O:8])[NH:2]2.N1C=CC=CC=1.[C:15](Cl)(=[O:19])[CH:16]([CH3:18])[CH3:17].O>C(#N)C>[C:15]([N:2]1[C:3](=[O:8])[CH:4]2[CH2:7][CH:1]1[CH:6]=[CH:5]2)(=[O:19])[CH:16]([CH3:18])[CH3:17]. Reported procedure: 45.1 g of (±)-2-azabicyclo[2.2.1]hept-5-en-3-one were dissolved in acetonitrile (310 ml) and pyridine (39 ml) under nitrogen. At 10° C., 54.1 g of isobutyryl chloride were added dropwise over the course of 1 h. The reaction was then stirred at room temperature for 5 h. 140 ml of water were added to the mixture, and the acetonitrile was evaporated off in vacuo. The aqueous phase was extracted with 4×120 ml of ethyl acetate. The combined organic phases were washed with 1N HCl (50 ml), saturated Na... Starting materials: NC1=NCCS1, C1COCCO1, CC(C(=O)Cl)c1ccc(C(=O)c2cccs2)cc1. The product is CC(C(=O)NC1=NCCS1)c1ccc(C(=O)c2cccs2)cc1. Reaction SMILES: [NH2:1][C:2]1=[N:6][CH2:5][CH2:4][S:3]1.[O:25]1[CH2:26][CH2:27][O:28][CH2:29][CH2:30]1.[c:7]1([C:12](=[O:13])[c:14]2[cH:15][cH:16][c:17]([CH:18]([C:19](=[O:20])[Cl:21])[CH3:22])[cH:23][cH:24]2)[cH:8][cH:9][cH:10][s:11]1>>[NH:1]([C:2]1=[N:6][CH2:5][CH2:4][S:3]1)[C:19]([CH:18]([c:17]1[cH:16][cH:15][c:14]([C:12]([c:7]2[cH:8][cH:9][cH:10][s:11]2)=[O:13])[cH:24][cH:23]1)[CH3:22])=[O:20]. Yields the product CCCCCCNC(=O)OCCCCCCNC(=O)OC1CCN(C)CC1. Reaction SMILES: [Cl:43][C:44]([O:45][c:46]1[cH:47][cH:48][c:49]([O:50][c:51]2[cH:52][cH:53][cH:54][cH:55][cH:56]2)[cH:57][cH:58]1)=[O:59].[O:1]([c:2]1[cH:3][cH:4][c:5]([O:6][C:15](=[O:7])[N:17]2[CH2:18][CH2:19][CH:20]([O:23][C:24]([NH:25][CH2:26][CH2:27][CH2:28][CH2:29][CH2:30][CH2:31][O:32][C:33]([NH:34][CH2:35][CH2:36][CH2:37][CH2:38][CH2:39][CH3:40])=[O:41])=[O:42])[CH2:21][CH2:22]2)[cH:8][cH:9]1)[c:10]1[cH:11][cH:12][cH:13][cH:14][cH:16]1>>[CH3:15][N:17]1[CH2:18][CH2:19][CH:20]([O:23][C:24]([NH:25][CH2:26][CH2:27][CH2:28][CH2:29][CH2:30][CH2:31][O:32][C:33]([NH:34][CH2:35][CH2:36][CH2:37][CH2:38][CH2:39][CH3:40])=[O:41])=[O:42])[CH2:21][CH2:22]1. The reactants are O=C(Cl)Oc1ccc(Oc2ccccc2)cc1, CCCCCCNC(=O)OCCCCCCNC(=O)OC1CCN(C(=O)Oc2ccc(Oc3ccccc3)cc2)CC1. The reactants are C(C1=CC=CC=C1)OC1=C(C=C(C=C1)[C@H](CNC(CCN1C=NC(=C1)C1=CC=CC=C1)(C)C)O)[N+](=O)[O-] ((R)-1-(4-benzyloxy-3-nitrophenyl)-2-[1,1-dimethyl-3-(4-phenylimidazol-1-yl)-propylamino]-ethanol), [H][H] (hydrogen). Reagents/catalysts: [Pt](=O)=O (platinum(IV)oxide). Solvent: O1CCCC1.C1(=CC=CC=C1)C (tetrahydrofuran toluene). Run at time 16 hour. The product is NC=1C=C(C=CC1OCC1=CC=CC=C1)[C@H](CNC(CCN1C=NC(=C1)C1=CC=CC=C1)(C)C)O ((R)-1-(3-amino-4-benzyloxyphenyl)-2-[1,1-dimethyl-3-(4-phenylimidazol-1-yl)-propylamino]-ethanol). The yield is 100.0%. Reaction SMILES: [CH2:1]([O:8][C:9]1[CH:14]=[CH:13][C:12]([C@@H:15]([OH:34])[CH2:16][NH:17][C:18]([CH3:33])([CH3:32])[CH2:19][CH2:20][N:21]2[CH:25]=[C:24]([C:26]3[CH:31]=[CH:30][CH:29]=[CH:28][CH:27]=3)[N:23]=[CH:22]2)=[CH:11][C:10]=1[N+:35]([O-])=O)[C:2]1[CH:7]=[CH:6][CH:5]=[CH:4][CH:3]=1.[H][H]>O1CCCC1.C1(C)C=CC=CC=1.[Pt](=O)=O>[NH2:35][C:10]1[CH:11]=[C:12]([C@@H:15]([OH:34])[CH2:16][NH:17][C:18]([CH3:32])([CH3:33])[CH2:19][CH2:20][N:21]2[CH:25]=[C:24]([C:26]3[CH:31]=[CH:30][CH:29]=[CH:28][CH:27]=3)[N:23]=[CH:22]2)[CH:13]=[CH:14][C:9]=1[O:8][CH2:1][C:2]1[CH:3]=[CH:4][CH:5]=[CH:6][CH:7]=1 |f:2.3|. Procedure details: 0.025 g (0.11 mmol) platinum(IV)oxide were added to a solution of 0.15 g (0.28 mmol) (R)-1-(4-benzyloxy-3-nitrophenyl)-2-[1,1-dimethyl-3-(4-phenylimidazol-1-yl)-propylamino]-ethanol in 10 mL tetrahydrofuran/toluene (1:1). The reaction mixture was shaken in an autoclave under a hydrogen pressure of 10 psi at ambient temperature for 16 h. The hydrogen pressure was released, the platinum(IV)oxide was filtered off and the filtrate was freed from solvent. 0.14 g (0.28 mmol, 99%) (R)-1-(3-amino-4-benz... The reactants are [OH-].[Na+] (sodium hydroxide), NC1=C(C(=O)C2=CC=C(C=C2)F)C=CC=C1 (2-amino-4'-fluorobenzophenone), NC=1C(=NC=CC1)Cl (3-amino-2-chloropyridine), C1(=CC=CC=C1)C (toluene). Run in C(Cl)Cl (methylene chloride), CO (methanol), CO (methanol). Run at temperature 110 celsius, time 8 hour. Yields the product NC=1C(=NC=CC1)NC1=C(C=CC=C1)C(=O)C1=CC=C(C=C1)F ([2-[(3-Amino-2-pyridinyl)amino]phenyl](4-fluorophenyl)methanone). Yield: 27.9%. Reaction SMILES: [NH2:1][C:2]1[CH:16]=[CH:15][CH:14]=[CH:13][C:3]=1[C:4]([C:6]1[CH:11]=[CH:10][C:9]([F:12])=[CH:8][CH:7]=1)=[O:5].[NH2:17][C:18]1[C:19](Cl)=[N:20][CH:21]=[CH:22][CH:23]=1.C1(C)C=CC=CC=1.[OH-].[Na+]>CO.C(Cl)Cl>[NH2:17][C:18]1[C:19]([NH:1][C:2]2[CH:16]=[CH:15][CH:14]=[CH:13][C:3]=2[C:4]([C:6]2[CH:11]=[CH:10][C:9]([F:12])=[CH:8][CH:7]=2)=[O:5])=[N:20][CH:21]=[CH:22][CH:23]=1 |f:3.4|. Reported procedure: A stirred mixture of 35 g (0.163 mole) of 2-amino-4'-fluorobenzophenone and 27 g (0.21 mole) of 3-amino-2-chloropyridine was heated at 175°-180° C. for 2.5 hr. The mixture was allowed to cool to 110° C., after which 100 ml of hot toluene was added. On cooling to 50° C., 50 ml of methylene chloride was added. The solvent layer was decanted, leaving a black solid mass which was dissolved in hot methanol. The solution volume was reduced by one half and allowed to stand overnight at room temperature... The reactants are O=C1Nc2ccc(Cl)cc2C(c2ccccc2)N1CCCl, O=P(Cl)(Cl)Cl. The product is ClCCN1C(Cl)=Nc2ccc(Cl)cc2C1c1ccccc1. RXN SMILES: [Cl:1][CH2:2][CH2:3][N:4]1[C:5](=[O:21])[NH:6][c:7]2[cH:8][cH:9][c:10]([Cl:20])[cH:11][c:12]2[CH:13]1[c:14]1[cH:15][cH:16][cH:17][cH:18][cH:19]1.[P:22]([Cl:23])([Cl:24])([Cl:25])=[O:26]>>[Cl:1][CH2:2][CH2:3][N:4]1[C:5]([Cl:24])=[N:6][c:7]2[cH:8][cH:9][c:10]([Cl:20])[cH:11][c:12]2[CH:13]1[c:14]1[cH:15][cH:16][cH:17][cH:18][cH:19]1. Reactants: COc1ccccc1N1CCNCC1, CCO, O=C(Nc1cccc2[nH]ccc12)c1ccccc1OCC1CO1. Product: COc1ccccc1N1CCN(CC(O)COc2ccccc2C(=O)Nc2cccc3[nH]ccc23)CC1. RXN SMILES: [CH3:24][O:25][c:26]1[c:27]([N:32]2[CH2:33][CH2:34][NH:35][CH2:36][CH2:37]2)[cH:28][cH:29][cH:30][cH:31]1.[CH3:38][CH2:39][OH:40].[O:1]1[CH:2]([CH2:4][O:5][c:6]2[c:7]([C:8](=[O:9])[NH:10][c:11]3[c:12]4[cH:13][cH:14][nH:15][c:16]4[cH:17][cH:18][cH:19]3)[cH:20][cH:21][cH:22][cH:23]2)[CH2:3]1>>[OH:1][CH:2]([CH2:3][N:35]1[CH2:34][CH2:33][N:32]([c:27]2[c:26]([O:25][CH3:24])[cH:31][cH:30][cH:29][cH:28]2)[CH2:37][CH2:36]1)[CH2:4][O:5][c:6]1[c:7]([C:8](=[O:9])[NH:10][c:11]2[c:12]3[cH:13][cH:14][nH:15][c:16]3[cH:17][cH:18][cH:19]2)[cH:20][cH:21][cH:22][cH:23]1. Starting materials: CS(=O)(=O)c1ccc(Br)nc1, O=C([O-])[O-], CN(C)C=O, [Cs+], [Cs+], O=[N+]([O-])c1ccc(O)cc1OC1CCOCC1. Yields the product CS(=O)(=O)c1ccc(Oc2ccc([N+](=O)[O-])c(OC3CCOCC3)c2)nc1. As a reaction SMILES: [Br:18][c:19]1[n:20][cH:21][c:22]([S:25](=[O:26])(=[O:27])[CH3:28])[cH:23][cH:24]1.[C:29](=[O:30])([O-:31])[O-:32].[CH3:35][N:36]([CH3:37])[CH:38]=[O:39].[Cs+:33].[Cs+:34].[N+:1](=[O:2])([O-:3])[c:4]1[c:5]([O:11][CH:12]2[CH2:13][CH2:14][O:15][CH2:16][CH2:17]2)[cH:6][c:7]([OH:10])[cH:8][cH:9]1>>[N+:1](=[O:2])([O-:3])[c:4]1[c:5]([O:11][CH:12]2[CH2:13][CH2:14][O:15][CH2:16][CH2:17]2)[cH:6][c:7]([O:10][c:19]2[n:20][cH:21][c:22]([S:25](=[O:26])(=[O:27])[CH3:28])[cH:23][cH:24]2)[cH:8][cH:9]1. Reactants: CCN(CC)CCCBr, Br, O=C([O-])[O-], CN(C)C=O, ClC(Cl)Cl, [K+], [K+], Nc1n[nH]c2ccccc12, O. Product: CCN(CC)CCCNc1n[nH]c2ccccc12. Reaction SMILES: [Br:17][CH2:18][CH2:19][CH2:20][N:21]([CH2:22][CH3:23])[CH2:24][CH3:25].[BrH:16].[C:26](=[O:27])([O-:28])[O-:29].[CH3:1][N:2]([CH3:3])[CH:4]=[O:5].[CH:33]([Cl:34])([Cl:35])[Cl:36].[K+:30].[K+:31].[NH2:6][c:7]1[n:8][nH:9][c:10]2[cH:11][cH:12][cH:13][cH:14][c:15]12.[OH2:32]>>[NH:6]([c:7]1[n:8][nH:9][c:10]2[cH:11][cH:12][cH:13][cH:14][c:15]12)[CH2:18][CH2:19][CH2:20][N:21]([CH2:22][CH3:23])[CH2:24][CH3:25]. Reactants: N1(C=NC=C1)C[C@H](C1=CC=CC=C1)OC1=C(C=2CCCC(C2C=C1)=O)CSC1=CC=C(C(=O)O)C=C1 (4-{[(2-{[(1S)-2-(1H-imidazol-1-yl)-1-phenylethyl]oxy}-5-oxo-5,6,7,8-tetrahydro-1-naphthalenyl)methyl]sulfanyl}benzoic acid), NCC#C (3-aminopropyne). Product: N1(C=NC=C1)C[C@H](C1=CC=CC=C1)OC1=C(C=2CCCC(C2C=C1)=O)CSC1=CC=C(C(=O)NCC#C)C=C1 (4-{[(2-{[(1S)-2-(1H-Imidazol-1-yl)-1-phenylethyl]oxy}-5-oxo-5,6,7,8-tetrahydro-1-naphthalenyl)methyl]sulfanyl}-N-(2-propynyl)benzamide). Isolated yield 100.8%. Reaction SMILES: [N:1]1([CH2:6][C@@H:7]([O:14][C:15]2[CH:24]=[CH:23][C:22]3[C:21](=[O:25])[CH2:20][CH2:19][CH2:18][C:17]=3[C:16]=2[CH2:26][S:27][C:28]2[CH:36]=[CH:35][C:31]([C:32](O)=[O:33])=[CH:30][CH:29]=2)[C:8]2[CH:13]=[CH:12][CH:11]=[CH:10][CH:9]=2)[CH:5]=[CH:4][N:3]=[CH:2]1.[NH2:37][CH2:38][C:39]#[CH:40]>>[N:1]1([CH2:6][C@@H:7]([O:14][C:15]2[CH:24]=[CH:23][C:22]3[C:21](=[O:25])[CH2:20][CH2:19][CH2:18][C:17]=3[C:16]=2[CH2:26][S:27][C:28]2[CH:29]=[CH:30][C:31]([C:32]([NH:37][CH2:38][C:39]#[CH:40])=[O:33])=[CH:35][CH:36]=2)[C:8]2[CH:9]=[CH:10][CH:11]=[CH:12][CH:13]=2)[CH:5]=[CH:4][N:3]=[CH:2]1. Reported procedure: Using the method in Example 172, 4-{[(2-{[(1S)-2-(1H-imidazol-1-yl)-1-phenylethyl]oxy}-5-oxo-5,6,7,8-tetrahydro-1-naphthalenyl)methyl]sulfanyl}benzoic acid (50 mg, 0.10 mmol, 0.20M in DMF) and 3-aminopropyne (17 mg, 0.30 mmol, 0.6M in DMF) were combined to give 54 mg of the desired compound: Low resolution mass spectrum (LC-MS, APCI) m/z 536 [M+H]+.